Dataset: the Open Reaction Database (ORD), a public repository of structured organic reaction records. Task: describe an organic reaction: reactants, conditions, products, and yield Reactants: C(=O)NC=1SC(=C(N1)C(C(=O)NC1[C@@H]2N(C(=C(CS2)CSC=2SC=NN2)C(=O)O)C1=O)=NOC)Br (7-[2-(2-Formamido-5-bromothiazol-4-yl)-2-methoxyiminoacetamido]-3-(1,3,4-thiadiazol-2-ylthiomethyl)-3-cephem-4-carboxylic acid), Cl (hydrochloric acid). The product is Cl.NC=1SC(=C(N1)C(C(=O)NC1[C@@H]2N(C(=C(CS2)CSC=2SC=NN2)C(=O)O)C1=O)=NOC)Br (7-[2-(2-amino-5-bromothiazol-4-yl)-2-methoxyiminoacetamido]-3-(1,3,4-thiadiazol-2-ylthiomethyl)-3-cephem-4-carboxylic acid hydrochloride). Reaction SMILES: C([NH:3][C:4]1[S:5][C:6]([Br:35])=[C:7]([C:9](=[N:32][O:33][CH3:34])[C:10]([NH:12][CH:13]2[C:30](=[O:31])[N:15]3[C:16]([C:27]([OH:29])=[O:28])=[C:17]([CH2:20][S:21][C:22]4[S:23][CH:24]=[N:25][N:26]=4)[CH2:18][S:19][C@H:14]23)=[O:11])[N:8]=1)=O.[ClH:36]>>[ClH:36].[NH2:3][C:4]1[S:5][C:6]([Br:35])=[C:7]([C:9](=[N:32][O:33][CH3:34])[C:10]([NH:12][CH:13]2[C:30](=[O:31])[N:15]3[C:16]([C:27]([OH:29])=[O:28])=[C:17]([CH2:20][S:21][C:22]4[S:23][CH:24]=[N:25][N:26]=4)[CH2:18][S:19][C@H:14]23)=[O:11])[N:8]=1 |f:2.3|. Procedure: 7-[2-(2-Formamido-5-bromothiazol-4-yl)-2-methoxyiminoacetamido]-3-(1,3,4-thiadiazol-2-ylthiomethyl)-3-cephem-4-carboxylic acid (syn isomer, 1.2 g.) was treated with conc. hydrochloric acid (2 ml.) in a similar manner to that of Example 1-(2) to give 7-[2-(2-amino-5-bromothiazol-4-yl)-2-methoxyiminoacetamido]-3-(1,3,4-thiadiazol-2-ylthiomethyl)-3-cephem-4-carboxylic acid hydrochloride (syn isomer, 1.2 g.). Starting materials: CS(C)=O, O=[N+]([O-])c1ccc(F)cc1F, [Li+], N#Cc1ccsc1N, [OH-], O. The product is N#Cc1ccsc1Nc1cc(F)ccc1[N+](=O)[O-]. Reaction SMILES: [CH3:23][S:24]([CH3:25])=[O:26].[F:1][c:2]1[c:3]([N+:9](=[O:10])[O-:11])[cH:4][cH:5][c:6]([F:8])[cH:7]1.[Li+:22].[NH2:12][c:13]1[s:14][cH:15][cH:16][c:17]1[C:18]#[N:19].[OH-:21].[OH2:20]>>[c:2]1([NH:12][c:13]2[s:14][cH:15][cH:16][c:17]2[C:18]#[N:19])[c:3]([N+:9](=[O:10])[O-:11])[cH:4][cH:5][c:6]([F:8])[cH:7]1.